Task: describe an organic reaction: reactants, conditions, products, and yield. Dataset: the Open Reaction Database (ORD), a public repository of structured organic reaction records Reactants: Cc1ccccc1, O=C(Cl)Cl, O, COC=C(C(=O)OC)c1ccccc1CO. Yields the product COC=C(C(=O)OC)c1ccccc1COC(=O)Cl. RXN SMILES: [CH3:22][c:23]1[cH:24][cH:25][cH:26][cH:27][cH:28]1.[Cl:17][C:18]([Cl:19])=[O:20].[OH2:21].[OH:1][CH2:2][c:3]1[c:4]([C:9]([C:10](=[O:11])[O:12][CH3:13])=[CH:14][O:15][CH3:16])[cH:5][cH:6][cH:7][cH:8]1>>[O:1]([CH2:2][c:3]1[c:4]([C:9]([C:10](=[O:11])[O:12][CH3:13])=[CH:14][O:15][CH3:16])[cH:5][cH:6][cH:7][cH:8]1)[C:18]([Cl:17])=[O:20]. Reactants: Cc1ccc2c(c1)N(CC(=O)C(C)(C)C)C(=O)C(NC(=O)OC(C)(C)C)CN2C1CCCCC1, CO, CCO. Product: Cc1ccc2c(c1)N(CC(=O)C(C)(C)C)C(=O)C(N)CN2C1CCCCC1. As a reaction SMILES: [C:1]([CH3:2])([CH3:3])([CH3:4])[C:5](=[O:6])[CH2:7][N:8]1[C:9](=[O:34])[CH:10]([NH:26][C:27]([O:28][C:29]([CH3:30])([CH3:31])[CH3:32])=[O:33])[CH2:11][N:12]([CH:20]2[CH2:21][CH2:22][CH2:23][CH2:24][CH2:25]2)[c:13]2[c:14]1[cH:15][c:16]([CH3:19])[cH:17][cH:18]2.[CH3:35][OH:36].[CH3:37][CH2:38][OH:39]>>[C:1]([CH3:2])([CH3:3])([CH3:4])[C:5](=[O:6])[CH2:7][N:8]1[C:9](=[O:34])[CH:10]([NH2:26])[CH2:11][N:12]([CH:20]2[CH2:21][CH2:22][CH2:23][CH2:24][CH2:25]2)[c:13]2[c:14]1[cH:15][c:16]([CH3:19])[cH:17][cH:18]2.